This data is from the Open Reaction Database (ORD), a public repository of structured organic reaction records. The task is: describe an organic reaction: reactants, conditions, products, and yield Starting materials: ClC1=NC2=C(C=CC=C2C=C1C=O)C (2-chloro-8-methylquinoline-3-carboxaldehyde), O (Water), CC(C)(C)[S@@](=O)N ((R)-(+)-2-Methyl-2-propanesulfinamide). Reagents/catalysts: CC([O-])C.[Ti+4].CC([O-])C.CC([O-])C.CC([O-])C (titanium isopropoxide). Run in C1CCOC1 (THF). Run at time 10 minute. Product: ClC1=NC2=C(C=CC=C2C=C1\C=N\[S@](=O)C(C)(C)C)C ((R)-2-Methylpropane-2-sulfinic acid 1-(2-chloro-8-methylquinolin-3-yl)meth-(E)-ylideneamide). Isolated yield 77.7%. Reaction SMILES: [Cl:1][C:2]1[C:11]([CH:12]=O)=[CH:10][C:9]2[C:4](=[C:5]([CH3:14])[CH:6]=[CH:7][CH:8]=2)[N:3]=1.[CH3:15][C:16]([S@:19]([NH2:21])=[O:20])([CH3:18])[CH3:17].O>C1COCC1.CC(C)[O-].[Ti+4].CC(C)[O-].CC(C)[O-].CC(C)[O-]>[Cl:1][C:2]1[C:11](/[CH:12]=[N:21]/[S@@:19]([C:16]([CH3:18])([CH3:17])[CH3:15])=[O:20])=[CH:10][C:9]2[C:4](=[C:5]([CH3:14])[CH:6]=[CH:7][CH:8]=2)[N:3]=1 |f:4.5.6.7.8|. Procedure details: To a solution of 2-chloro-8-methylquinoline-3-carboxaldehyde (2.05 g, 10 mmol) in dry THF (20 mL) under nitrogen was added titanium isopropoxide (5.68 g, 20 mmol) and the mixture stirred at r.t. for 10 minutes. (R)-(+)-2-Methyl-2-propanesulfinamide (1.21 g, 10 mmol) was added to the reaction which was stirred at r.t. for 72 h. Water (20 mL) was added and the mixture was extracted with DCM (150 mL). The organic layer was separated, dried (MgSO4), filtered and the solvent removed in vacuo to affor... Solvent: CC(CC)=O (2-butanone). Reaction SMILES: [Cl:1][C:2]1[CH:7]=[CH:6][C:5]([C:8]2[C:12]3[CH:13]=[CH:14][C:15]([OH:17])=[CH:16][C:11]=3[O:10][N:9]=2)=[CH:4][CH:3]=1.C(=O)([O-])[O-].[K+].[K+].Br[CH:25]([CH2:31][CH3:32])[C:26]([O:28][CH2:29][CH3:30])=[O:27]>CC(=O)CC>[Cl:1][C:2]1[CH:3]=[CH:4][C:5]([C:8]2[C:12]3[CH:13]=[CH:14][C:15]([O:17][CH:25]([CH2:31][CH3:32])[C:26]([O:28][CH2:29][CH3:30])=[O:27])=[CH:16][C:11]=3[O:10][N:9]=2)=[CH:6][CH:7]=1 |f:1.2.3|. Product: ClC1=CC=C(C=C1)C1=NOC2=C1C=CC(=C2)OC(C(=O)OCC)CC (ethyl 2-{[3-(4-chlorophenyl)-1,2-benzisoxazol-6-yl]oxy}butyrate). Procedure: A mixture of 6.5 g of 3-(4-chlorophenyl)-6-hydroxy-1,2-benzisoxazole, 7.5 g of potassium carbonate, 5.16 g of ethyl 2-bromobutyrate and 100 ml 2-butanone is heated under reflux with stirring for 5 hr. The reaction mixture is poured into ice/dil hydrochloric acid. The oil, which solidified on scratching, was collected and dried in vacuo. Recrystallization from isopropyl ether (decolorizing carbon) gives ethyl 2-{[3-(4-chlorophenyl)-1,2-benzisoxazol-6-yl]oxy}butyrate, mp 73° C. Starting materials: ice dil hydrochloric acid, ClC1=CC=C(C=C1)C1=NOC2=C1C=CC(=C2)O (3-(4-chlorophenyl)-6-hydroxy-1,2-benzisoxazole), C([O-])([O-])=O.[K+].[K+] (potassium carbonate), BrC(C(=O)OCC)CC (ethyl 2-bromobutyrate). Run at time 5 hour. Reactants: C(C(C)(C)C)(=O)OCBr (pivaloyloxymethyl bromide), [I-].[Na+] (sodium iodide), NC=1SC=C(N1)/C(/C(=O)N[C@H]1[C@@H]2N(C(=C(CS2)CC2C=CC(O2)=O)C(=O)[O-])C1=O)=N/OC.[Na+] (sodium 7β-[2-(2-aminothiazol-4-yl)-2-Z-methoxyiminoacetamido]-3-[(5RS)-2,5-dihydro-2-oxofuran-5-ylmethyl]ceph-3-em-4-carboxylate). Run in CC(=O)C (acetone), CN(C)C=O (DMF). Product: NC=1SC=C(N1)/C(/C(=O)N[C@H]1[C@@H]2N(C(=C(CS2)CC2C=CC(O2)=O)C(=O)OCOC(C(C)(C)C)=O)C1=O)=N/OC (Pivaloyloxymethyl 7β-[2-(2-Aminothiazol-4-yl)-2-Z methoxyiminoacetamido]-3-[(5RS)-2,5-dihydro-2-oxofuran-5-ylmethyl1ceph-3-em-4-carboxylate). As a reaction SMILES: [C:1]([O:7][CH2:8]Br)(=[O:6])[C:2]([CH3:5])([CH3:4])[CH3:3].[I-].[Na+].[NH2:12][C:13]1[S:14][CH:15]=[C:16](/[C:18](=[N:41]/[O:42][CH3:43])/[C:19]([NH:21][C@@H:22]2[C:39](=[O:40])[N:24]3[C:25]([C:36]([O-:38])=[O:37])=[C:26]([CH2:29][CH:30]4[O:34][C:33](=[O:35])[CH:32]=[CH:31]4)[CH2:27][S:28][C@H:23]23)=[O:20])[N:17]=1.[Na+]>CC(C)=O.CN(C=O)C>[NH2:12][C:13]1[S:14][CH:15]=[C:16](/[C:18](=[N:41]/[O:42][CH3:43])/[C:19]([NH:21][C@@H:22]2[C:39](=[O:40])[N:24]3[C:25]([C:36]([O:38][CH2:8][O:7][C:1](=[O:6])[C:2]([CH3:5])([CH3:4])[CH3:3])=[O:37])=[C:26]([CH2:29][CH:30]4[O:34][C:33](=[O:35])[CH:32]=[CH:31]4)[CH2:27][S:28][C@H:23]23)=[O:20])[N:17]=1 |f:1.2,3.4|. Reported procedure: The title compound was prepared as described in Example 3, using pivaloyloxymethyl bromide (0.051 g) in acetone (1ml), sodium iodide (0.039 g) and sodium 7β-[2-(2-aminothiazol-4-yl)-2-Z-methoxyiminoacetamido]-3-[(5RS)-2,5-dihydro-2-oxofuran-5-ylmethyl]ceph-3-em-4-carboxylate (0.13 g) in DMF (2 mls). As a reaction SMILES: [CH2:1]([O:8][C:9]1[N:10]=[N:11][C:12]([CH2:23]C2C=CC=C(Cl)C=2)=[CH:13][C:14]=1[O:15][CH2:16][C:17]1[CH:22]=[CH:21][CH:20]=[CH:19][CH:18]=1)[C:2]1[CH:7]=[CH:6][CH:5]=[CH:4][CH:3]=1.C(OC1N=NC(Cl)=CC=1OCC1C=CC=CC=1)C1C=CC=CC=1.[Cl-].[Cl:55][C:56]1[CH:63]=[CH:62][C:59](C[Zn+])=[CH:58][CH:57]=1>>[CH2:1]([O:8][C:9]1[N:10]=[N:11][C:12]([CH2:23][C:59]2[CH:62]=[CH:63][C:56]([Cl:55])=[CH:57][CH:58]=2)=[CH:13][C:14]=1[O:15][CH2:16][C:17]1[CH:22]=[CH:21][CH:20]=[CH:19][CH:18]=1)[C:2]1[CH:7]=[CH:6][CH:5]=[CH:4][CH:3]=1 |f:2.3|. Starting materials: C(C1=CC=CC=C1)OC=1N=NC(=CC1OCC1=CC=CC=C1)CC1=CC(=CC=C1)Cl (3,4-bis(benzyloxy)-6-[(3-chlorophenyl)methyl]pyridazine), C(C1=CC=CC=C1)OC=1N=NC(=CC1OCC1=CC=CC=C1)Cl (3,4-bis(benzyloxy)-6-chloropyridazine), [Cl-].ClC1=CC=C(C[Zn+])C=C1 ((4-chlorobenzyl)zinc(II) chloride), C(C1=CC=CC=C1)OC=1N=NC(=CC1OCC1=CC=CC=C1)CC1=CC(=CC=C1)Cl (3,4-bis(benzyloxy)-6-[(3-chlorophenyl)methyl]pyridazine), C(C1=CC=CC=C1)OC=1N=NC(=CC1OCC1=CC=CC=C1)Cl (3,4-bis(benzyloxy)-6-chloropyridazine). Isolated yield 95.0%. Reported procedure: Prepared as described for 3,4-bis(benzyloxy)-6-[(3-chlorophenyl)methyl]pyridazine (Intermediate 48) from 3,4-bis(benzyloxy)-6-chloropyridazine (Intermediate 1) and (4-chlorobenzyl)zinc(II) chloride in 95% yield. The product is C(C1=CC=CC=C1)OC=1N=NC(=CC1OCC1=CC=CC=C1)CC1=CC=C(C=C1)Cl (3,4-bis(Benzyloxy)-6-[(4-chlorophenyl)methyl]pyridazine). The reactants are FC(C(C(C(C(C(F)(F)COS(=O)(=O)C(F)(F)F)(F)F)(F)F)(F)F)(F)F)(C(F)(F)F)F ((pentadecafluoroheptyl)(trifluoromethanesulfonyloxy)methane), NC1=CC=C(C(=O)OCC)C=C1 (ethyl 4-aminobenzoate), CN(P(=O)(N(C)C)N(C)C)C (hexamethylphosphoramide). Solvent: O (water). Product: FC(C(C(C(C(C(F)(F)N(C1=CC=C(C(=O)OCC)C=C1)C)(F)F)(F)F)(F)F)(F)F)(C(F)(F)F)F (Ethyl 4-[(pentadecafluoroheptyl)methylamino]benzoate). Reaction SMILES: [F:1][C:2]([F:31])([C:27]([F:30])([F:29])[F:28])[C:3]([F:26])([F:25])[C:4]([F:24])([F:23])[C:5]([F:22])([F:21])[C:6]([F:20])([F:19])[C:7](COS(C(F)(F)F)(=O)=O)([F:9])[F:8].[NH2:32][C:33]1[CH:43]=[CH:42][C:36]([C:37]([O:39][CH2:40][CH3:41])=[O:38])=[CH:35][CH:34]=1.[CH3:44]N(C)P(N(C)C)(N(C)C)=O>O>[F:1][C:2]([F:31])([C:27]([F:28])([F:29])[F:30])[C:3]([F:25])([F:26])[C:4]([F:23])([F:24])[C:5]([F:21])([F:22])[C:6]([F:20])([F:19])[C:7]([N:32]([CH3:44])[C:33]1[CH:34]=[CH:35][C:36]([C:37]([O:39][CH2:40][CH3:41])=[O:38])=[CH:42][CH:43]=1)([F:8])[F:9]. Procedure: A solution of 45 g. of (pentadecafluoroheptyl)(trifluoromethanesulfonyloxy)methane and 28 g. of ethyl 4-aminobenzoate in 50 ml. of hexamethylphosphoramide is stirred at 120° C. for 72 hours, diluted with water, and filtered. A methylene chloride solution of the solid is dried over anhydrous magnesium sulfate and evaporated. The residue is recrystallized from acetonitrile to yield the product as a white solid. The reactants are Brc1ccccc1C1CC1C1CC1, CC(C)(C)[O-], COCCOC, CCOC(C)=O, NCc1ccccc1, [Na+]. Product: c1ccc(CNc2ccccc2C2CC2C2CC2)cc1. Reaction SMILES: [Br:1][c:2]1[c:3]([CH:8]2[CH:9]([CH:11]3[CH2:12][CH2:13]3)[CH2:10]2)[cH:4][cH:5][cH:6][cH:7]1.[C:22]([O-:23])([CH3:24])([CH3:25])[CH3:26].[CH2:34]([CH2:35][O:36][CH3:37])[O:38][CH3:39].[CH3:28][CH2:29][O:30][C:31](=[O:32])[CH3:33].[NH2:14][CH2:15][c:16]1[cH:17][cH:18][cH:19][cH:20][cH:21]1.[Na+:27]>>[c:2]1([NH:14][CH2:15][c:16]2[cH:17][cH:18][cH:19][cH:20][cH:21]2)[c:3]([CH:8]2[CH:9]([CH:11]3[CH2:12][CH2:13]3)[CH2:10]2)[cH:4][cH:5][cH:6][cH:7]1. Starting materials: FC1=C(C=C(C=C1)SC)[N+](=O)[O-] (4-Fluoro-3-nitro-thioanisole), NC=1SC(=CC1C(=O)OCC)CC (ethyl 2-amino-5-ethyl-thiophene-3-carboxylate). The product is C(C)C1=CC(=C(S1)NC1=C(C=C(C=C1)SC)[N+](=O)[O-])C(=O)OCC (Ethyl 5-ethyl-2-(4-methylthio-2-nitroanilino)-thiophene-3-carboxylate). As a reaction SMILES: F[C:2]1[CH:7]=[CH:6][C:5]([S:8][CH3:9])=[CH:4][C:3]=1[N+:10]([O-:12])=[O:11].[NH2:13][C:14]1[S:15][C:16]([CH2:24][CH3:25])=[CH:17][C:18]=1[C:19]([O:21][CH2:22][CH3:23])=[O:20]>>[CH2:24]([C:16]1[S:15][C:14]([NH:13][C:2]2[CH:7]=[CH:6][C:5]([S:8][CH3:9])=[CH:4][C:3]=2[N+:10]([O-:12])=[O:11])=[C:18]([C:19]([O:21][CH2:22][CH3:23])=[O:20])[CH:17]=1)[CH3:25]. Reported procedure: 4-Fluoro-3-nitro-thioanisole and ethyl 2-amino-5-ethyl-thiophene-3-carboxylate.